Dataset: the Open Reaction Database (ORD), a public repository of structured organic reaction records. Task: describe an organic reaction: reactants, conditions, products, and yield Product: CON=C1CN([C@@H](C1)C1=NC(=NO1)C(CC)O)C(=O)C1=CC=C(C=C1)C1=CC=CC=C1 ((3EZ,5S)-1-([1,1′-biphenyl]-4-ylcarbonyl)-5-{3-[(1RS)-1-hydroxypropyl]-1,2,4-oxadiazol-5-yl}-3-pyrrolidinone O-methyloxime). RXN SMILES: C(O[C:6]([N:8]1[CH2:12][C:11](=[N:13][O:14][CH3:15])[CH2:10][C@H:9]1[C:16]([OH:18])=O)=[O:7])(C)(C)C.[C:19]1([C:28]2[CH:33]=[CH:32][CH:31]=[CH:30][CH:29]=2)[CH:24]=[CH:23][C:22](C(Cl)=O)=[CH:21][CH:20]=1.O[N:35]=[C:36]([NH2:41])[CH:37]([OH:40])[CH2:38][CH3:39].NC(=NO)C1CCN(C(OC(C)(C)C)=O)CC1>>[CH3:15][O:14][N:13]=[C:11]1[CH2:10][C@@H:9]([C:16]2[O:18][N:41]=[C:36]([CH:37]([OH:40])[CH2:38][CH3:39])[N:35]=2)[N:8]([C:6]([C:31]2[CH:30]=[CH:29][C:28]([C:19]3[CH:20]=[CH:21][CH:22]=[CH:23][CH:24]=3)=[CH:33][CH:32]=2)=[O:7])[CH2:12]1. Reactants: C(C)(C)(C)OC(=O)N1[C@@H](CC(C1)=NOC)C(=O)O ((2S,4EZ)-1-(tert-butoxycarbonyl)-4-(methoxyimino)-2-pyrrolidine-carboxylic acid), ON=C(C(CC)O)N ((2RS)-N′,2-dihydroxybutanimidamide), NC(C1CCN(CC1)C(=O)OC(C)(C)C)=NO (tert-butyl 4-[amino(hydroxyimino)methyl]-1-piperidinecarboxylate), C(C)(C)(C)OC(=O)N1[C@@H](CC(C1)=NOC)C(=O)O ((2S,4EZ)-1-(tert-butoxycarbonyl)-4-(methoxyimino)-2-pyrrolidine-carboxylic acid), C1(=CC=C(C=C1)C(=O)Cl)C1=CC=CC=C1 ([1,1′-biphenyl]-4-carbonyl chloride). Procedure: Following the general method as outlined in Example 59, starting from (2S,4EZ)-1-(tert-butoxycarbonyl)-4-(methoxyimino)-2-pyrrolidine-carboxylic acid (Intermediate 2), [1,1′-biphenyl]-4-carbonyl chloride, and (2RS)-N′,2-dihydroxybutanimidamide (an Intermediate 7), the title compound was obtained in 79% purity by HPLC. MS(ESI+): m/z=421.2. Starting materials: S1C2=C(C=C1CO)C=CC1=CC=CC=C12 (naphtho [1,2-b]thiophene-2-methanol), P(Br)(Br)Br (phosphorus tribromide), ice water. Run in C(Cl)(Cl)Cl (chloroform), C(Cl)(Cl)Cl (chloroform). Reaction conditions: time 5 hour. Yields the product BrCC1=CC2=C(S1)C1=CC=CC=C1C=C2 (2-(bromomethyl)-naphtho[1,2-b] thiophene). Reaction SMILES: P(Br)(Br)[Br:2].[S:5]1[C:9]([CH2:10]O)=[CH:8][C:7]2[CH:12]=[CH:13][C:14]3[C:19]([C:6]1=2)=[CH:18][CH:17]=[CH:16][CH:15]=3>C(Cl)(Cl)Cl>[Br:2][CH2:10][C:9]1[S:5][C:6]2[C:19]3[C:14]([CH:13]=[CH:12][C:7]=2[CH:8]=1)=[CH:15][CH:16]=[CH:17][CH:18]=3. Procedure details: A solution of 10.8 g (0.04 mole) of phosphorus tribromide in 150 ml of chloroform is added dropwise at 5° within 45 minutes, with stirring, to a suspension of 21.4 g (0.1 mole) of naphtho [1,2-b]thiophene-2-methanol in 110 ml of chloroform, with the gradual formation of a solution. The reaction mixture is stirred for a further 5 hours at 5°, and ice water is subsequently added. The organic phase is separated, washed twice with water and, after drying over sodium sulphate, concentrated at a maxim... The solvent is C(C)O (ethanol). Yield: 40.9%. Starting materials: [N+](=O)([O-])C=1C=C(C(=O)C2=NC=CC=C2C(=O)OC)C=CC1 (2-(3-nitrobenzoyl)-3-methoxycarbonylpyridine), Cl.C(C1=CC=CC=C1)NN (benzylhydrazine hydrochloride). Yields the product C(C1=CC=CC=C1)N1N=C(C2=C(C1=O)C=CC=N2)C2=CC(=CC=C2)[N+](=O)[O-] (6-benzyl-8-(3-nitrophenyl)pyrido[2,3-d]pyridazin-5-one). Procedure: To a solution of 2-(3-nitrobenzoyl)-3-methoxycarbonylpyridine (0.20 g, 0.75 mmoles) dissolved in ethanol (50 ml), was added benzylhydrazine hydrochloride (0.36 g, 1.86 mmoles). The mixture was heated to 85° C. for 144 hours. The mixture was purified by chromatography yielding 0.11 g of 6-benzyl-8-(3-nitrophenyl)pyrido[2,3-d]pyridazin-5-one (41%), mp 132° C. Conditions: temperature 85 celsius. As a reaction SMILES: [N+:1]([C:4]1[CH:5]=[C:6]([CH:19]=[CH:20][CH:21]=1)[C:7]([C:9]1[C:14]([C:15]([O:17]C)=O)=[CH:13][CH:12]=[CH:11][N:10]=1)=O)([O-:3])=[O:2].Cl.[CH2:23]([NH:30][NH2:31])[C:24]1[CH:29]=[CH:28][CH:27]=[CH:26][CH:25]=1>C(O)C>[CH2:23]([N:30]1[C:15](=[O:17])[C:14]2[CH:13]=[CH:12][CH:11]=[N:10][C:9]=2[C:7]([C:6]2[CH:19]=[CH:20][CH:21]=[C:4]([N+:1]([O-:3])=[O:2])[CH:5]=2)=[N:31]1)[C:24]1[CH:29]=[CH:28][CH:27]=[CH:26][CH:25]=1 |f:1.2|. Reactants: C(C1=CC=CC=C1)(=O)OOC(C1=CC=CC=C1)=O (benzoyl peroxide), cuprous chloride, cupric benzoate, CC1=CCC2CC1C2(C)C (alpha-pinene), [OH-].[Na+] (NaOH). Solvent: C(C)#N (acetonitrile), O (water), CO (methanol), O (water). Yields the product CC1=CC[C@H](C[C@@H]1O)C(=C)C (trans-carveol). Yield: 61.0%. As a reaction SMILES: C(OOC(=O)C1C=CC=CC=1)(=[O:8])C1C=CC=CC=1.[CH3:19][C:20]1[CH:25]2[C:26]([CH3:28])([CH3:27])[CH:23]([CH2:24]2)[CH2:22][CH:21]=1.[OH-].[Na+]>C(#N)C.CO.O>[CH3:19][C:20]1[C@@H:25]([OH:8])[CH2:24][C@H:23]([C:26]([CH3:28])=[CH2:27])[CH2:22][CH:21]=1 |f:2.3|. Reported procedure: A well stirred solution of benzoyl peroxide (24.0 g), cuprous chloride (0.2 g), cupric benzoate (1.5 g) and alpha-pinene (28.0 g) in acetonitrile (150 ml) is heated on an oil bath at 65° ± 5° for 24 hours. The acetonitrile is removed by evaporation under vacuum (water pressure) at 40°. Excess alpha-pinene is recovered by continuing the evaporation at 75° (3 mm). The resulting blue-green slurry is dissolved in 100 ml ether and the solution filtered to remove the cupric benzoate. The filtrate is w... Solvent: O1CCOCC1 (1,4-dioxane). Procedure details: A mixture of 6-(1-methyl-4-phenyl-1H-imidazol-5-yl)-4-(methylthio)furo[3,2-d]pyrimidine (Intermediate 87) (50 mg) and saturated aqueous ammonium chloride solution (2 drops) in concentrated aqueous NH3 (1 mL) and 1,4-dioxane (2 mL) was heated under microwave conditions (CEM explorer, 170° C., 150 minutes). Water (10 mL) was added, and the mixture extracted into EtOAc (2×20 mL). The combined organic phases were dried and concentrated in vacuo. Purification by flash chromatography on silica (0-5% M... Reagents/catalysts: [Cl-].[NH4+] (ammonium chloride). RXN SMILES: [CH3:1][N:2]1[C:6]([C:7]2[O:15][C:14]3[C:13](SC)=[N:12][CH:11]=[N:10][C:9]=3[CH:8]=2)=[C:5]([C:18]2[CH:23]=[CH:22][CH:21]=[CH:20][CH:19]=2)[N:4]=[CH:3]1.O.[NH3:25]>[Cl-].[NH4+].O1CCOCC1>[CH3:1][N:2]1[C:6]([C:7]2[O:15][C:14]3[C:13]([NH2:25])=[N:12][CH:11]=[N:10][C:9]=3[CH:8]=2)=[C:5]([C:18]2[CH:23]=[CH:22][CH:21]=[CH:20][CH:19]=2)[N:4]=[CH:3]1 |f:3.4|. Starting materials: CN1C=NC(=C1C1=CC=2N=CN=C(C2O1)SC)C1=CC=CC=C1 (6-(1-methyl-4-phenyl-1H-imidazol-5-yl)-4-(methylthio)furo[3,2-d]pyrimidine), CN1C=NC(=C1C1=CC=2N=CN=C(C2O1)SC)C1=CC=CC=C1 (6-(1-methyl-4-phenyl-1H-imidazol-5-yl)-4-(methylthio)furo[3,2-d]pyrimidine), N (NH3), O (Water). Conditions: temperature 170 celsius. Yields the product CN1C=NC(=C1C1=CC=2N=CN=C(C2O1)N)C1=CC=CC=C1 (6-(1-Methyl-4-phenyl-1H-imidazol-5-yl)furo[3,2-d]pyrimidin-4-amine). The yield is 84.0%. Starting materials: O1C=C(C=C1)CNC1=C(C=C(C(=O)N(CC(F)(F)F)CC(F)(F)F)C=C1)[N+](=O)[O-] (4-[(3-Furylmethyl)amino]-3-nitro-N,N-bis(2,2,2-trifluoroethyl)benzamide), O.O.[Sn](Cl)Cl (Tin(II) chloride dihydrate). Run in CN(C)C=O (DMF). Conditions: time 24 hour. The product is NC=1C=C(C(=O)N(CC(F)(F)F)CC(F)(F)F)C=CC1NCC1=COC=C1 (3-amino-4-[(3-furylmethyl)amino]-N,N-bis(2,2,2-trifluoroethyl)benzamide). As a reaction SMILES: [O:1]1[CH:5]=[CH:4][C:3]([CH2:6][NH:7][C:8]2[CH:26]=[CH:25][C:11]([C:12]([N:14]([CH2:20][C:21]([F:24])([F:23])[F:22])[CH2:15][C:16]([F:19])([F:18])[F:17])=[O:13])=[CH:10][C:9]=2[N+:27]([O-])=O)=[CH:2]1.O.O.[Sn](Cl)Cl>CN(C=O)C>[NH2:27][C:9]1[CH:10]=[C:11]([CH:25]=[CH:26][C:8]=1[NH:7][CH2:6][C:3]1[CH:4]=[CH:5][O:1][CH:2]=1)[C:12]([N:14]([CH2:20][C:21]([F:22])([F:23])[F:24])[CH2:15][C:16]([F:18])([F:19])[F:17])=[O:13] |f:1.2.3|. Procedure details: 4-[(3-Furylmethyl)amino]-3-nitro-N,N-bis(2,2,2-trifluoroethyl)benzamide (108 mg, 0.254 mmol) was dissolved in 5 mL of DMF. Tin(II) chloride dihydrate (860 mg, 1.27 mmol) was added and the solution was stirred under nitrogen at RT for 24 h. The solvent was evaporated and the residue was taken up in EtOAc. The organic phase was washed with saturated NaHCO3 solution, brine and dried over anhydrous MgSO4. The crude product was used directly for the next step. Yield: 80 mg (80%); MS (ESI) 396.11 (MH+... As a reaction SMILES: [BH4-:18].[CH3:24][O:25][CH2:26][CH2:27][O:28][CH2:29][CH2:30][O:31][CH3:32].[Na+:19].[Na+:21].[OH-:20].[OH2:33].[OH:22][OH:23].[c:1]1(-[c:12]2[cH:13][cH:14][cH:15][cH:16][cH:17]2)[c:2]([C:7]([CH:8]=[CH2:9])([CH3:10])[OH:11])[cH:3][cH:4][cH:5][cH:6]1>>[c:1]1(-[c:12]2[cH:13][cH:14][cH:15][cH:16][cH:17]2)[c:2]([C:7]([CH2:8][CH2:9][OH:20])([CH3:10])[OH:11])[cH:3][cH:4][cH:5][cH:6]1. The product is CC(O)(CCO)c1ccccc1-c1ccccc1. Starting materials: [BH4-], COCCOCCOC, [Na+], [Na+], [OH-], O, OO, C=CC(C)(O)c1ccccc1-c1ccccc1.